From a dataset of the Open Reaction Database (ORD), a public repository of structured organic reaction records. describe an organic reaction: reactants, conditions, products, and yield Reactants: ClC=1C2=C(C3=C(OCCO3)C1)C1(C(N(C3=CC=CC=C13)C(C1=CC=CC=C1)C1=CC=CC=C1)=O)CO2 (6-chloro-1′-(diphenylmethyl)-2,3-dihydrospiro[furo[3,2-f][1,4]benzodioxine-9,3′-indol]-2′(1′H)-one), C1(=CC=CC=C1)C(N1C(C2(C3=CC=CC=C13)COC1=C2C=C(C(=C1)OC)C)=O)C1=CC=CC=C1 (1′-(diphenylmethyl)-6-methoxy-5-methylspiro[1-benzofuran-3,3′-indol]-2′(1′H)-one). The product is ClC=1C2=C(C3=C(OCCO3)C1)C1(C(NC3=CC=CC=C13)=O)CO2 (6-chloro-2,3-dihydrospiro[furo[3,2-f][1,4]benzodioxine-9,3′-indol]-2′(1′H)-one). Reaction SMILES: [Cl:1][C:2]1[C:3]2[O:36][CH2:35][C:12]3([C:20]4[C:15](=[CH:16][CH:17]=[CH:18][CH:19]=4)[N:14](C(C4C=CC=CC=4)C4C=CC=CC=4)[C:13]3=[O:34])[C:4]=2[C:5]2[O:10][CH2:9][CH2:8][O:7][C:6]=2[CH:11]=1.C1(C(C2C=CC=CC=2)N2C3C(=CC=CC=3)C3(C4C=C(C)C(OC)=CC=4OC3)C2=O)C=CC=CC=1>>[Cl:1][C:2]1[C:3]2[O:36][CH2:35][C:12]3([C:20]4[C:15](=[CH:16][CH:17]=[CH:18][CH:19]=4)[NH:14][C:13]3=[O:34])[C:4]=2[C:5]2[O:10][CH2:9][CH2:8][O:7][C:6]=2[CH:11]=1. Procedure details: Following the procedure as described in EXAMPLE 3 and making non-critical variations using 6-chloro-1′-(diphenylmethyl)-2,3-dihydrospiro[furo[3,2-f][1,4]benzodioxine-9,3′-indol]-2′(1′H)-one to replace 1′-(diphenylmethyl)-6-methoxy-5-methylspiro[1-benzofuran-3,3′-indol]-2′(1′H)-one, 6-chloro-2,3-dihydrospiro[furo[3,2-f][1,4]benzodioxine-9,3′-indol]-2′(1′H)-one was obtained (81%) as a colorless solid: mp 255-257° C.; 1H NMR (300 MHz, DMSO-d6) δ10.66 (s, 1H), 7.23 (dd, J=7.5, 1.2 Hz, 1H), 7.11 (d, ... Reactants: C[O-].[Na+] (Sodium methylate), CN1CCC(CC1)S (1-methylpiperidine-4-thiol), O1CCCC1 (tetrahydrofuran), diethyl acetal, BrCC=O (bromoacetaldehyde). Run at temperature 40 celsius, time 1 hour. Product: C(C)OC(CSC1CCN(CC1)C)OCC (4-[(2,2-diethoxyethyl)thio]-1-methylpiperidine). As a reaction SMILES: C[O-].[Na+].[CH3:4][N:5]1[CH2:10][CH2:9][CH:8]([SH:11])[CH2:7][CH2:6]1.Br[CH2:13][CH:14]=[O:15].[O:16]1[CH2:20][CH2:19][CH2:18][CH2:17]1>>[CH2:14]([O:15][CH:17]([O:16][CH2:20][CH3:19])[CH2:18][S:11][CH:8]1[CH2:9][CH2:10][N:5]([CH3:4])[CH2:6][CH2:7]1)[CH3:13] |f:0.1|. Procedure details: Sodium methylate (18.1 g) is added in portions to a solution of 1-methylpiperidine-4-thiol (22 g) in anhydrous tetrahydrofuran (200 ml). After one hour, the diethyl acetal of bromoacetaldehyde (30.3 ml) is added. After 4 hours at room temperature, the solution is heated for 2 hours at 40° C. The insoluble material is filtered off and rinsed with THF. The filtrate is concentrated and then distilled under reduced pressure to give 4-[(2,2-diethoxyethyl)thio]-1-methylpiperidine (36 g; b.p.=104°-108°... Reactants: CCCO, CC1(c2ccccc2)Cc2cc(O)c(Cl)c(Cl)c2C1=O, OCCI, [Na]. Product: CC1(c2ccccc2)Cc2cc(OCCO)c(Cl)c(Cl)c2C1=O. As a reaction SMILES: [CH2:26]([OH:27])[CH2:28][CH3:29].[Cl:2][c:3]1[c:4]([OH:21])[cH:5][c:6]2[c:10]([c:11]1[Cl:12])[C:9](=[O:13])[C:8]([c:14]1[cH:15][cH:16][cH:17][cH:18][cH:19]1)([CH3:20])[CH2:7]2.[I:22][CH2:23][CH2:24][OH:25].[Na:1]>>[Cl:2][c:3]1[c:4]([O:21][CH2:23][CH2:24][OH:25])[cH:5][c:6]2[c:10]([c:11]1[Cl:12])[C:9](=[O:13])[C:8]([c:14]1[cH:15][cH:16][cH:17][cH:18][cH:19]1)([CH3:20])[CH2:7]2. The reactants are C(C(=O)Cl)(=O)Cl (Oxalyl chloride), CC(C)(OCC(=O)O)C ((1,1-dimethylethoxy)acetic acid). The reagents and catalysts are CN(C=O)C (N,N-dimethylformamide). Solvent: C1(=CC=CC=C1)C (toluene). The product is CC(C)(OCC(=O)Cl)C ((1,1-Dimethylethoxy)acetyl chloride). Yield: 52.9%. As a reaction SMILES: [CH3:1][C:2]([CH3:9])([O:4][CH2:5][C:6](O)=[O:7])[CH3:3].C(Cl)(=O)C([Cl:13])=O>CN(C)C=O.C1(C)C=CC=CC=1>[CH3:1][C:2]([CH3:9])([O:4][CH2:5][C:6]([Cl:13])=[O:7])[CH3:3]. Procedure details: To a 3-neck 500 ml round-bottom flask equipped with a magnetic stirrer, reflux condenser and addition funnel was added (1,1-dimethylethoxy)acetic acid (24.00 g, 0.182 moles) and 300 ml of toluene under nitrogen. Oxalyl chloride (46.10 g, 0.363 moles) was then added dropwise and to this mixture was added N,N-dimethylformamide (0.25 g, 0.003 moles). This solution was heated at 30°-40° C. for 5 hours and then concentrated in vacuo to give 14.5 g of the product as a brown oil. The yield is 77.1%. Reactants: [I-].O[C@H](C)[C@@H]1[C@H]2[C@H](C(=C(N2C1=O)C(=O)OCC1=CC=C(C=C1)[N+](=O)[O-])S[C@H]1C[C@H](N(C1)C(=O)OCC1=CC=C(C=C1)[N+](=O)[O-])C[N+]1=CN(C=C1)C)C (4-nitrobenzyl (4R,5S,6S)-6-[(1R)-1-hydroxyethyl]-4-methyl-3-[(2S,4S)-2-(3-methyl-1-imidazolio)methyl-1-(4-nitrobenzyloxycarbonyl) pyrrolidin-4-yl]thio-7-oxo-1-azabicyclo[3.2.0]hept-2-ene-2-carboxylate iodide), [H][H] (hydrogen). The product is CN1C=[N+](C=C1)C[C@H]1NC[C@H](C1)SC1=C(N2C(CC2C1)=O)C(=O)[O-] (3-[(2S,4S)-2-(3-methyl-1-imidazolio)methylpyrrolidin-4-yl]thio-7-oxo-1-azabicyclo [3.2.0]hept-2-ene-2-carboxylate). Reagents/catalysts: [OH-].[OH-].[Pd+2] (palladium hydroxide on carbon). Reaction SMILES: [I-].O[C@@H]([C@H:5]1[C:11](=[O:12])[N:10]2[C@@H:6]1[C@@H:7](C)[C:8]([S:26][C@@H:27]1[CH2:31][N:30](C(OCC3C=CC([N+]([O-])=O)=CC=3)=O)[C@H:29]([CH2:45][N+:46]3[CH:50]=[CH:49][N:48]([CH3:51])[CH:47]=3)[CH2:28]1)=[C:9]2[C:13]([O:15]CC1C=CC([N+]([O-])=O)=CC=1)=[O:14])C.[H][H]>O1CCCC1.P([O-])([O-])([O-])=O.[OH-].[OH-].[Pd+2]>[CH3:51][N:48]1[CH:49]=[CH:50][N+:46]([CH2:45][C@@H:29]2[CH2:28][C@H:27]([S:26][C:8]3[CH2:7][CH:6]4[N:10]([C:11](=[O:12])[CH2:5]4)[C:9]=3[C:13]([O-:15])=[O:14])[CH2:31][NH:30]2)=[CH:47]1 |f:0.1,5.6.7|. Solvent: O1CCCC1 (tetrahydrofuran), P(=O)([O-])([O-])[O-] (phosphate). Reported procedure: A solution of 4-nitrobenzyl (4R,5S,6S)-6-[(lR)-1-hydroxyethyl]-4-methyl-3-[(2S, 4S)-2-(3-methyl-1-imidazolio)methyl-1-4-nitrobenzyloxycarbonyl)pyrrolidin-4-yl]thio-7-oxo -1-azabicyclo-3.2.0]hept-2-ene-2-carboxylate iodide (0.79 g) obtained in Example 3-1) in a mixture of tetrahydrofuran (50 ml) and 0.1 M phosphate buffer (pH 6.5) (50 ml) was stirred in the presence of 20 % palladium hydroxide on carbon (0.3 g) under atmospheric pressure of hydrogen at ambient temperature for 5 hours. The catalys... Starting materials: CC(=O)Nc1cccc2c(S(=O)(=O)O)cccc12, ClP(Cl)(Cl)(Cl)Cl, O. Yields the product CC(=O)Nc1cccc2c(S(=O)(=O)Cl)cccc12. As a reaction SMILES: [C:1]([CH3:2])(=[O:3])[NH:4][c:5]1[c:6]2[cH:7][cH:8][cH:9][c:10]([S:15](=[O:16])(=[O:17])[OH:18])[c:11]2[cH:12][cH:13][cH:14]1.[Cl:19][P:20]([Cl:21])([Cl:22])([Cl:23])[Cl:24].[OH2:25]>>[C:1]([CH3:2])(=[O:3])[NH:4][c:5]1[c:6]2[cH:7][cH:8][cH:9][c:10]([S:15](=[O:16])(=[O:18])[Cl:19])[c:11]2[cH:12][cH:13][cH:14]1. The reactants are O=C([O-])[O-], Cc1[nH]c2ccccc2c1CCCS(=O)(=O)c1ccccc1, CN(C)C=O, Cl, [K+], [K+], c1ccc2c(C3CCNCC3)noc2c1, O. Product: Cc1[nH]c2ccccc2c1CCCN1CCC(c2noc3ccccc23)CC1. Reaction SMILES: [C:44](=[O:45])([O-:46])[O-:47].[CH3:17][c:18]1[nH:19][c:20]2[cH:21][cH:22][cH:23][cH:24][c:25]2[c:26]1[CH2:27][CH2:28][CH2:29][S:30]([c:31]1[cH:32][cH:33][cH:34][cH:35][cH:36]1)(=[O:37])=[O:38].[CH3:39][N:40]([CH3:41])[CH:42]=[O:43].[ClH:1].[K+:48].[K+:49].[NH:2]1[CH2:3][CH2:4][CH:5]([c:8]2[n:9][o:10][c:11]3[c:12]2[cH:13][cH:14][cH:15][cH:16]3)[CH2:6][CH2:7]1.[OH2:50]>>[N:2]1([CH2:29][CH2:28][CH2:27][c:26]2[c:18]([CH3:17])[nH:19][c:20]3[cH:21][cH:22][cH:23][cH:24][c:25]32)[CH2:3][CH2:4][CH:5]([c:8]2[n:9][o:10][c:11]3[c:12]2[cH:13][cH:14][cH:15][cH:16]3)[CH2:6][CH2:7]1.